This data is from the Open Reaction Database (ORD), a public repository of structured organic reaction records. The task is: describe an organic reaction: reactants, conditions, products, and yield The reactants are BrC1=CC(=C(C=C1)[N+](=O)[O-])F (4-bromo-2-fluoro-1-nitrobenzene), NCC(C(=O)OC)C (methyl 3-amino-2-methylpropanoate), C([O-])([O-])=O.[K+].[K+] (potassium carbonate). Solvent: O1CCCC1 (tetrahydrofuran), O (water). The product is BrC=1C=CC(=C(C1)NCC(C(=O)OC)C)[N+](=O)[O-] (methyl 3-(5-bromo-2-nitrophenylamino)-2-methylpropanoate). Isolated yield 59.1%. RXN SMILES: [Br:1][C:2]1[CH:7]=[CH:6][C:5]([N+:8]([O-:10])=[O:9])=[C:4](F)[CH:3]=1.[NH2:12][CH2:13][CH:14]([CH3:19])[C:15]([O:17][CH3:18])=[O:16].C(=O)([O-])[O-].[K+].[K+]>O1CCCC1.O>[Br:1][C:2]1[CH:7]=[CH:6][C:5]([N+:8]([O-:10])=[O:9])=[C:4]([NH:12][CH2:13][CH:14]([CH3:19])[C:15]([O:17][CH3:18])=[O:16])[CH:3]=1 |f:2.3.4|. Reported procedure: To a solution of 4-bromo-2-fluoro-1-nitrobenzene (9.4 g, 42.7 mmol) in tetrahydrofuran (100 mL) were added methyl 3-amino-2-methylpropanoate (5 g, 42.7 mmol) and potassium carbonate (11.8 g, 85.4 mmol). The reaction mixture was stirred with refluxing for 3 hours. The mixture was diluted with water (100 mL), extracted with ethyl acetate (100 mL×3). The organic layers were separated, combined, dried over anhydrous sodium sulfate, filtered and concentrated to give a residue, which was purified by c... Reactants: CC(C)(C)[Si](C)(C)OCC1CC(c2ccc(Br)cc2)=NO1, CC(=O)NCC1CN(c2ccc([Sn](C)(C)C)cc2)C(=O)O1, C1CCOC1, c1coc(P(c2ccco2)c2ccco2)c1. Product: CC(=O)NCC1CN(c2ccc(-c3ccc(C4=NOC(CO[Si](C)(C)C(C)(C)C)C4)cc3)cc2)C(=O)O1. As a reaction SMILES: [Br:22][c:23]1[cH:24][cH:25][c:26]([C:29]2=[N:30][O:31][CH:32]([CH2:34][O:35][Si:36]([CH3:37])([CH3:38])[C:39]([CH3:40])([CH3:41])[CH3:42])[CH2:33]2)[cH:27][cH:28]1.[O:1]=[C:2]1[O:3][CH:4]([CH2:17][NH:18][C:19]([CH3:20])=[O:21])[CH2:5][N:6]1[c:7]1[cH:8][cH:9][c:10]([Sn:13]([CH3:14])([CH3:15])[CH3:16])[cH:11][cH:12]1.[O:59]1[CH2:60][CH2:61][CH2:62][CH2:63]1.[o:43]1[cH:44][cH:45][cH:46][c:47]1[P:48]([c:49]1[o:50][cH:51][cH:52][cH:53]1)[c:54]1[o:55][cH:56][cH:57][cH:58]1>>[O:1]=[C:2]1[O:3][CH:4]([CH2:17][NH:18][C:19]([CH3:20])=[O:21])[CH2:5][N:6]1[c:7]1[cH:8][cH:9][c:10](-[c:23]2[cH:24][cH:25][c:26]([C:29]3=[N:30][O:31][CH:32]([CH2:34][O:35][Si:36]([CH3:37])([CH3:38])[C:39]([CH3:40])([CH3:41])[CH3:42])[CH2:33]3)[cH:27][cH:28]2)[cH:11][cH:12]1. Reactants: CC(C)(C)S(=O)N=C1COC1 (2-methyl-N-oxetan-3-ylidenepropane-2-sulfinamide), C(CCC)[Li] (n-butyllithium), BrC1=CC=C(C=C1)Br (1,4-dibromobenzene). Solvent: C1CCOC1 (THF), hexanes, C1CCOC1 (THF). Reaction conditions: time 1 hour. Product: BrC1=CC=C(C=C1)C1(COC1)NS(=O)C(C)(C)C (N-[3-(4-bromophenyl)oxetan-3-yl]-2-methylpropane-2-sulfinamide). Isolated yield 95.7%. RXN SMILES: C([Li])CCC.Br[C:7]1[CH:12]=[CH:11][C:10]([Br:13])=[CH:9][CH:8]=1.[CH3:14][C:15]([S:18]([N:20]=[C:21]1[CH2:24][O:23][CH2:22]1)=[O:19])([CH3:17])[CH3:16]>C1COCC1>[Br:13][C:10]1[CH:11]=[CH:12][C:7]([C:21]2([NH:20][S:18]([C:15]([CH3:17])([CH3:16])[CH3:14])=[O:19])[CH2:24][O:23][CH2:22]2)=[CH:8][CH:9]=1. Procedure: A solution of n-butyllithium in hexanes (1.65M, 4.92 mL) was added dropwise to a solution of 1,4-dibromobenzene (2.05 g) in THF (25 mL) dropwise over the course of 30 min at −78° C. The resulting mixture was stirred at the same temperature for 1 h. To the mixture was added a solution of 2-methyl-N-oxetan-3-ylidenepropane-2-sulfinamide (1.02 g) in THF (5 mL) dropwise over the course of 30 min at −78° C. The reaction mixture was stirred for an additional 30 min. at −78° C. then allowed to warm to ... Starting materials: O (Water), [H-].[Na+] (sodium hydride), BrCCCCl (1-bromo-3-chloropropane), C(C)(=O)NC1=C(C=C(C=C1)C=1OC2=C(C(C1)=O)C(=C(C=C2F)F)N)F (2-(4-Acetylamino-3-fluorophenyl)-5-amino-6,8-difluoro-4H-1-benzopyran-4-one). The solvent is CN(C=O)C (dimethylformamide). Conditions: time 1 hour. Product: C(C)(=O)N(CCCCl)C1=C(C=C(C=C1)C=1OC2=C(C(C1)=O)C(=C(C=C2F)F)N)F (2-[4-[N-acetyl-N-(3-chloropropyl)amino]-3-fluorophenyl]-5-amino-6,8-difluoro-4H-1-benzopyran-4-one). Isolated yield 35.0%. Reaction SMILES: [C:1]([NH:4][C:5]1[CH:10]=[CH:9][C:8]([C:11]2[O:12][C:13]3[C:21]([F:22])=[CH:20][C:19]([F:23])=[C:18]([NH2:24])[C:14]=3[C:15](=[O:17])[CH:16]=2)=[CH:7][C:6]=1[F:25])(=[O:3])[CH3:2].[H-].[Na+].Br[CH2:29][CH2:30][CH2:31][Cl:32].O>CN(C)C=O>[C:1]([N:4]([C:5]1[CH:10]=[CH:9][C:8]([C:11]2[O:12][C:13]3[C:21]([F:22])=[CH:20][C:19]([F:23])=[C:18]([NH2:24])[C:14]=3[C:15](=[O:17])[CH:16]=2)=[CH:7][C:6]=1[F:25])[CH2:29][CH2:30][CH2:31][Cl:32])(=[O:3])[CH3:2] |f:1.2|. Reported procedure: 1.02 g (2.92 mmol) of Compound 27 obtained in Example 27 was dissolved in 25 ml of dimethylformamide under argon atmosphere, 129 mg of sodium hydride (60% oil dispersion) and 2.9 ml of 1-bromo-3-chloropropane were added under ice-cooling and the mixture was stirred at room temperature for 1 hour. Water was added to the reaction solution and the mixture was extracted twice with ethyl acetate. The organic layer was washed once with water and once with an aqueous saturated solution of sodium chlori... The reactants are O=C(Nc1cccc(-n2c(=O)c(Cc3ccccc3)nc3cccnc32)c1)Nc1ccccc1[N+](=O)[O-], C1COCCO1, CO. Product: Nc1ccccc1NC(=O)Nc1cccc(-n2c(=O)c(Cc3ccccc3)nc3cccnc32)c1. RXN SMILES: [CH2:1]([c:2]1[cH:3][cH:4][cH:5][cH:6][cH:7]1)[c:8]1[n:9][c:10]2[c:11]([n:12](-[c:15]3[cH:16][c:17]([NH:21][C:22](=[O:23])[NH:24][c:25]4[c:26]([N+:31]([O-:32])=[O:33])[cH:27][cH:28][cH:29][cH:30]4)[cH:18][cH:19][cH:20]3)[c:13]1=[O:14])[n:34][cH:35][cH:36][cH:37]2.[CH2:40]1[O:41][CH2:42][CH2:43][O:44][CH2:45]1.[CH3:38][OH:39]>>[CH2:1]([c:2]1[cH:3][cH:4][cH:5][cH:6][cH:7]1)[c:8]1[n:9][c:10]2[c:11]([n:12](-[c:15]3[cH:16][c:17]([NH:21][C:22](=[O:23])[NH:24][c:25]4[c:26]([NH2:31])[cH:27][cH:28][cH:29][cH:30]4)[cH:18][cH:19][cH:20]3)[c:13]1=[O:14])[n:34][cH:35][cH:36][cH:37]2. Run in C(C)O (ethanol). Starting materials: C(C)OC(C=CC1=C(C(=CC=C1)C=CC(=O)OCC)[N+](=O)[O-])=O (2-nitro-1,3-benzenediacrylic acid diethyl ester), [H][H] (hydrogen). Yields the product C(C)OC(CCC=1C=CC=C2CCC(NC12)=O)=O (1,2,3,4-tetrahydro-2-oxo-8-quinolinepropanoic acid ethyl ester). Procedure details: A solution of 2-nitro-1,3-benzenediacrylic acid diethyl ester (3.5 g, 0.011 mole) in absolute ethanol (100 ml) is treated with hydrogen at 1 atmosphere pressure for 12 hours in the presence of 20% Pd/C. The mixture is filtered and concentrated at reduced pressure to yield 1,2,3,4-tetrahydro-2-oxo-8-quinolinepropanoic acid ethyl ester, mp 102°-103° C. Reagents/catalysts: [Pd] (Pd/C). RXN SMILES: [CH2:1]([O:3][C:4](=[O:23])[CH:5]=[CH:6][C:7]1[CH:12]=[CH:11][CH:10]=[C:9]([CH:13]=[CH:14][C:15](OCC)=[O:16])[C:8]=1[N+:20]([O-])=O)[CH3:2].[H][H]>C(O)C.[Pd]>[CH2:1]([O:3][C:4](=[O:23])[CH2:5][CH2:6][C:7]1[CH:12]=[CH:11][CH:10]=[C:9]2[C:8]=1[NH:20][C:15](=[O:16])[CH2:14][CH2:13]2)[CH3:2]. The reactants are ClC=1N=CC2=C(N(CC(C(N2C)=O)(F)F)C(C)C)N1 (2-chloro-7,7-difluoro-9-isopropyl-5-methyl-8,9-dihydro-5H-pyrimido[4,5-b][1,4]diazepin-6(7H)-one), C([O-])([O-])=O.[Na+].[Na+] (sodium carbonate), NC1=CC(=C(C(=O)NC2CCN(CC2)C)C=C1OC)F (4-amino-2-fluoro-5-methoxy-N-(1-methylpiperidin-4-yl)benzamide), S(O)(O)(=O)=O (sulfuric acid). Run at temperature 100 celsius, time 18 hour. Yield: 35.3%. Reported procedure: 2-chloro-7,7-difluoro-9-isopropyl-5-methyl-8,9-dihydro-5H-pyrimido[4,5-b][1,4]diazepin-6(7H)-one (100 mg, 0.344 mmol) and 4-amino-2-fluoro-5-methoxy-N-(1-methylpiperidin-4-yl)benzamide (100 mg, 0.355 mmol) were suspended in water (2 mL) and sulfuric acid (118 mg, 1.20 mmol) was added. The reaction mixture was stirred in a closed vial at 100° C. for 18 h, cooled, diluted with water (5 mL) and brought to pH=7 using solid sodium carbonate. The resulting mixture was diluted with ethanol (0.5 mL) and... The solvent is O (water), C(C)O (ethanol), O (water). Product: FC1(C(N(C2=C(N(C1)C(C)C)N=C(N=C2)NC2=CC(=C(C(=O)NC1CCN(CC1)C)C=C2OC)F)C)=O)F (4-(7,7-difluoro-9-isopropyl-5-methyl-6-oxo-6,7,8,9-tetrahydro-5H-pyrimido[4,5-b][1,4]diazepin-2-ylamino)-2-fluoro-5-methoxy-N-(1-methylpiperidin-4-yl)benzamide). As a reaction SMILES: Cl[C:2]1[N:3]=[CH:4][C:5]2[N:11]([CH3:12])[C:10](=[O:13])[C:9]([F:15])([F:14])[CH2:8][N:7]([CH:16]([CH3:18])[CH3:17])[C:6]=2[N:19]=1.[NH2:20][C:21]1[C:36]([O:37][CH3:38])=[CH:35][C:24]([C:25]([NH:27][CH:28]2[CH2:33][CH2:32][N:31]([CH3:34])[CH2:30][CH2:29]2)=[O:26])=[C:23]([F:39])[CH:22]=1.S(=O)(=O)(O)O.C(=O)([O-])[O-].[Na+].[Na+]>O.C(O)C>[F:14][C:9]1([F:15])[CH2:8][N:7]([CH:16]([CH3:18])[CH3:17])[C:6]2[N:19]=[C:2]([NH:20][C:21]3[C:36]([O:37][CH3:38])=[CH:35][C:24]([C:25]([NH:27][CH:28]4[CH2:33][CH2:32][N:31]([CH3:34])[CH2:30][CH2:29]4)=[O:26])=[C:23]([F:39])[CH:22]=3)[N:3]=[CH:4][C:5]=2[N:11]([CH3:12])[C:10]1=[O:13] |f:3.4.5|.